This data is from the Open Reaction Database (ORD), a public repository of structured organic reaction records. The task is: describe an organic reaction: reactants, conditions, products, and yield The solvent is C1CCOC1 (THF), C1CCOC1 (THF). Yield: 81.2%. Procedure: To a stirred solution of PPh3 (525 mg, 2.0 mmol) in THF (3 mL) at 0° C. was added DEAD (315 μL, 2.0 mmol) dropwise. After 10 min, a solution of (3S,4R)—N-Boc-3-(4-phenoxybenzenesulfonamido)-4-hydroxypyrrolidine (435 mg, 1.0 mmol) and thiolacetic acid (228 μL, 2.29 mmol) in THF (3 mL) was added. The resulting reaction mixture was stirred at room temperature for 6 hr, then it was concentrated under reduced pressure. The residue was purified be flash chromatography (15% ethyl acetate in hexane) to ... Run at time 10 minute. Yields the product C(=O)(OC(C)(C)C)N1C[C@@H]([C@H](C1)SC(C)=O)NS(=O)(=O)C1=CC=C(C=C1)OC1=CC=CC=C1 ((3S,4S)—N-Boc-3-(4-phenoxybenzenesulfonamido)-4-acetylthiopyrrolidine). The reactants are C1=CC=C(C=C1)P(C2=CC=CC=C2)C3=CC=CC=C3 (PPh3), CCOC(=O)/N=N/C(=O)OCC (DEAD), C(=O)(OC(C)(C)C)N1C[C@@H]([C@@H](C1)O)NS(=O)(=O)C1=CC=C(C=C1)OC1=CC=CC=C1 ((3S,4R)—N-Boc-3-(4-phenoxybenzenesulfonamido)-4-hydroxypyrrolidine), S1C(=CC=C1)CC(=O)O (thiolacetic acid). Reaction SMILES: C1C=CC(P(C2C=CC=CC=2)C2C=CC=CC=2)=CC=1.[CH3:20][CH2:21][O:22]C(/N=N/C(OCC)=O)=O.[C:32]([N:39]1[CH2:43][C@@H:42](O)[C@@H:41]([NH:45][S:46]([C:49]2[CH:54]=[CH:53][C:52]([O:55][C:56]3[CH:61]=[CH:60][CH:59]=[CH:58][CH:57]=3)=[CH:51][CH:50]=2)(=[O:48])=[O:47])[CH2:40]1)([O:34][C:35]([CH3:38])([CH3:37])[CH3:36])=[O:33].[S:62]1C=CC=C1CC(O)=O>C1COCC1>[C:32]([N:39]1[CH2:43][C@H:42]([S:62][C:21](=[O:22])[CH3:20])[C@@H:41]([NH:45][S:46]([C:49]2[CH:54]=[CH:53][C:52]([O:55][C:56]3[CH:57]=[CH:58][CH:59]=[CH:60][CH:61]=3)=[CH:51][CH:50]=2)(=[O:47])=[O:48])[CH2:40]1)([O:34][C:35]([CH3:38])([CH3:37])[CH3:36])=[O:33]. The reactants are C1(C=2C(C(N1CC(COC=1SC(=CN1)C(N(C)C)=O)O)=O)=CC=CC2)=O (2-(3-Phthalimido-2-hydroxypropoxy)-5-(N,N-dimethylcarbamoyl)thiazole), NN (hydrazine). The solvent is C(C)O (ethanol). Product: NCC(COC=1SC(=CN1)C(N(C)C)=O)O (2-(3-Amino-2-hydroxypropoxy)-5-(N,N-dimethylcarbamoyl)thiazole). As a reaction SMILES: C1(=O)[N:5]([CH2:6][CH:7]([OH:20])[CH2:8][O:9][C:10]2[S:11][C:12]([C:15](=[O:19])[N:16]([CH3:18])[CH3:17])=[CH:13][N:14]=2)C(=O)C2=CC=CC=C12.NN>C(O)C>[NH2:5][CH2:6][CH:7]([OH:20])[CH2:8][O:9][C:10]1[S:11][C:12]([C:15](=[O:19])[N:16]([CH3:17])[CH3:18])=[CH:13][N:14]=1. Procedure: The product from Example 9 (4.0 g, 10.6 mmol) can be added to a solution of hydrazine (0.38 g, 12 mmol) in absolute ethanol (20 ml) and the suspension refluxed 4 hours under nitrogen on a steam bath. The mixture can then be cooled and filtered and the filtrate concentrated in vacuo to give the title compound as an oil. The reactants are O=C=Nc1ccc(Cl)cc1, O=c1[nH]cc(F)c(=O)[nH]1, c1ccncc1. Product: O=C(Nc1ccc(Cl)cc1)n1cc(F)c(=O)[nH]c1=O. As a reaction SMILES: [Cl:10][c:11]1[cH:12][cH:13][c:14]([N:17]=[C:18]=[O:19])[cH:15][cH:16]1.[F:1][c:2]1[c:3](=[O:9])[nH:4][c:5](=[O:8])[nH:6][cH:7]1.[cH:20]1[cH:21][cH:22][n:23][cH:24][cH:25]1>>[F:1][c:2]1[c:3](=[O:9])[nH:4][c:5](=[O:8])[n:6]([C:18]([NH:17][c:14]2[cH:13][cH:12][c:11]([Cl:10])[cH:16][cH:15]2)=[O:19])[cH:7]1. Reactants: C(OCC)(OCC)=O (diethyl carbonate), alpha-azo-isobutyronitrile, BrBr (bromine), BrN1C(N(C(C1=O)(C)C)Br)=O (dibromodimethyl hydantoin), AIBN, product. The solvent is C(Cl)(Cl)(Cl)Cl (carbon tetrachloride). Product: C(OCC)(OC(C)Br)=O (ethyl alpha-bromoethyl carbonate). Yield: 163.9%. As a reaction SMILES: [C:1](=[O:8])([O:5][CH2:6][CH3:7])[O:2][CH2:3][CH3:4].[Br:9]N1C(=O)C(C)(C)N(Br)C1=O.BrBr>C(Cl)(Cl)(Cl)Cl>[C:1](=[O:8])([O:5][CH:6]([Br:9])[CH3:7])[O:2][CH2:3][CH3:4]. Procedure details: A mixture of diethyl carbonate (35 g, 0.3 m) in carbon tetrachloride (50 ml) and alpha-azo-isobutyronitrile (AIBN) (0.1 g) was heated to gentle reflux and dibromodimethyl hydantoin (28.6 g, 0.1 m) was added in small aliquots over a period of 8 hours together with further additions of AIBN (8×0.05 g): care being taken to ensure that free bromine did not accumulate in the reaction mixture. At the end of the reaction the mixture was subjected to vacuum fractional distillation to afford pure ethyl a...